This data is from the Open Reaction Database (ORD), a public repository of structured organic reaction records. The task is: describe an organic reaction: reactants, conditions, products, and yield Reactants: C(C)OC(=O)C=1C=NC2=CC(=CC=C2C1Cl)Cl (4,7-Dichloro-3-quinolinecarboxylic acid ethyl ester), NC1=CC=C(C(=O)O)C=C1 (p-aminobenzoic acid). The solvent is C1CCOC1 (THF). Product: Cl.C(C)OC(=O)C=1C=NC2=CC(=CC=C2C1NC1=CC=C(C=C1)C(=O)O)Cl (4-[(4-carboxyphenyl)amino]-7-chloro-3-quinolinecarboxylic acid ethyl ester hydrochloride). Yield: 76.0%. Reaction SMILES: [CH2:1]([O:3][C:4]([C:6]1[CH:7]=[N:8][C:9]2[C:14]([C:15]=1[Cl:16])=[CH:13][CH:12]=[C:11]([Cl:17])[CH:10]=2)=[O:5])[CH3:2].[NH2:18][C:19]1[CH:27]=[CH:26][C:22]([C:23]([OH:25])=[O:24])=[CH:21][CH:20]=1>C1COCC1>[ClH:16].[CH2:1]([O:3][C:4]([C:6]1[CH:7]=[N:8][C:9]2[C:14]([C:15]=1[NH:18][C:19]1[CH:27]=[CH:26][C:22]([C:23]([OH:25])=[O:24])=[CH:21][CH:20]=1)=[CH:13][CH:12]=[C:11]([Cl:17])[CH:10]=2)=[O:5])[CH3:2] |f:3.4|. Reported procedure: 4,7-Dichloro-3-quinolinecarboxylic acid ethyl ester (72.0 g, 267 mmol) and p-aminobenzoic acid (36.6 g, 267 mmol) were refluxed in 675 ml of THF for 6 h then cooled to room temperature. The yellow precipitate was filtered, combined with the product from a 10 mmol reaction and washed with THF, then ether. The yellow powder was then dried in vacuo overnight affording 82.7 g (203 mmol, 73% yield) of 4-[(4-carboxyphenyl)amino]-7-chloro-3-quinolinecarboxylic acid ethyl ester hydrochloride. Starting materials: IC (iodomethane), solution, C(CCC)[Li] (n-butyllithium), C1C=CC2=CC=CC=C12 (indene). Reaction SMILES: [CH2:1]([Li])[CH2:2][CH2:3][CH3:4].C1[C:14]2[C:9](=[CH:10][CH:11]=[CH:12][CH:13]=2)C=C1.IC>C1(C)C=CC=CC=1.C1COCC1>[CH3:4][CH:3]1[C:14]2[C:9](=[CH:10][CH:11]=[CH:12][CH:13]=2)[CH:1]=[CH:2]1. Reaction conditions: time 24 hour. Yields the product CC1C=CC2=CC=CC=C12 (methylindene). Procedure details: 140 ml (0.35 mol) of a 2.5 M solution of n-butyllithium in toluene were added dropwise to a solution of 45.0 g of indene (0.35 mol) in 200 ml of THF at 0° C. in the course of 30 min in a 500 ml four-necked flask having a dropping funnel. After warming up to room temperature, the solution was stirred for a further hour. Thereafter, it was again cooled to 0° C., and 99.4 g (0.70 mol) of iodomethane were added dropwise in the course of 2 h. After warming up to room temperature, stirring was effecte... Yield: 63.0%. Solvent: C1(=CC=CC=C1)C (toluene), C1CCOC1 (THF). Starting materials: C1(=CC=CC=C1)C(C1=CN(C(=CC1=O)CO)CC1=CC=NC=C1)C1=CC=CC=C1 (3-diphenylmethyl-6-hydroxymethyl-1-(4-pyridyl)methyl-4-pyridone). Reagents/catalysts: [O-2].[O-2].[Mn+4] (manganese dioxide). Run in CO (methanol). Reaction conditions: time 30 minute. Yields the product C1(=CC=CC=C1)C(C1=CN(C(=CC1=O)C=O)CC1=CC=NC=C1)C1=CC=CC=C1 (3-diphenylmethyl-6-formyl-1-(4-pyridyl)methyl-4-pyridone). The yield is 85.9%. As a reaction SMILES: [C:1]1([CH:7]([C:24]2[CH:29]=[CH:28][CH:27]=[CH:26][CH:25]=2)[C:8]2[C:13](=[O:14])[CH:12]=[C:11]([CH2:15][OH:16])[N:10]([CH2:17][C:18]3[CH:23]=[CH:22][N:21]=[CH:20][CH:19]=3)[CH:9]=2)[CH:6]=[CH:5][CH:4]=[CH:3][CH:2]=1>CO.[O-2].[O-2].[Mn+4]>[C:24]1([CH:7]([C:1]2[CH:2]=[CH:3][CH:4]=[CH:5][CH:6]=2)[C:8]2[C:13](=[O:14])[CH:12]=[C:11]([CH:15]=[O:16])[N:10]([CH2:17][C:18]3[CH:23]=[CH:22][N:21]=[CH:20][CH:19]=3)[CH:9]=2)[CH:25]=[CH:26][CH:27]=[CH:28][CH:29]=1 |f:2.3.4|. Reported procedure: To a solution of 2.391 g of 3-diphenylmethyl-6-hydroxymethyl-1-(4-pyridyl)methyl-4-pyridone in 150 ml of methanol is added 14.0 g of active manganese dioxide at room temperature, and the mixture is stirred for 30 minutes. After insolubles are removed by filtration, the filtrate is subjected to flash column chromatography on 100 g of Wako-Gel C-300 (manufactured by Wako Pure Chemical Industries, Ltd.) with an eluent of chloroform-methanol (20:1) to perform separation and purification. The title c... The solvent is Cl (hydrochloric acid), CO (methanol). Reported procedure: A solution of 3.52 g (0.01 mol) of methyl 2,3,5,8-tetrahydro-2-methyl-1,3-dioxo-2[2-(tetrahydro-2-pyranyloxy)ethyl]-1H-pyrazolo[1,2-a]pyridazine-5-carboxylate in 50 ml of 1M hydrochloric acid and 50 ml of methanol was stirred at room temperature for 1.5 hours. The solvent was removed by evaporation in vacuo. The solid residue was taken up in dichloromethane, dried over magnesium sulfate and evaporated to give 2.6 g (97%) of methyl 2,3,5,8-tetrahydro-2-(2-hydroxyethyl)-2-methyl-1,3-dioxo-1H-pyraz... Reaction SMILES: [CH3:1][C:2]1([CH2:17][CH2:18][O:19]C2CCCCO2)[C:14](=[O:15])[N:5]2[CH2:6][CH:7]=[CH:8][CH:9]([C:10]([O:12][CH3:13])=[O:11])[N:4]2[C:3]1=[O:16]>Cl.CO>[OH:19][CH2:18][CH2:17][C:2]1([CH3:1])[C:14](=[O:15])[N:5]2[CH2:6][CH:7]=[CH:8][CH:9]([C:10]([O:12][CH3:13])=[O:11])[N:4]2[C:3]1=[O:16]. Yields the product OCCC1(C(N2N(CC=CC2C(=O)OC)C1=O)=O)C (methyl 2,3,5,8-tetrahydro-2-(2-hydroxyethyl)-2-methyl-1,3-dioxo-1H-pyrazolo[1,2-a]pyridazine-5-carboxylate). Starting materials: CC1(C(N2N(CC=CC2C(=O)OC)C1=O)=O)CCOC1OCCCC1 (methyl 2,3,5,8-tetrahydro-2-methyl-1,3-dioxo-2[2-(tetrahydro-2-pyranyloxy)ethyl]-1H-pyrazolo[1,2-a]pyridazine-5-carboxylate). The yield is 96.9%. The reactants are NC1=CC=C2C(=N1)C(=CN2)C2CCN(CC2)CCC2=CC=CC=C2 (5-amino-3-(1-(2-phenyleth-1-yl)piperidin-4-yl)pyrrolo[3,2-b]pyridine), S1C=C(C=C1)C(=O)Cl (3-thiophenecarbonyl chloride). The product is S1C=C(C=C1)C(=O)NC1=CC=C2C(=N1)C(=CN2)C2CCN(CC2)CCC2=CC=CC=C2 (5-(N-[3-thiophenecarbonyl]amino)-3-(1-(2-phenyleth-1-yl)piperidin-4-yl)pyrrolo[3,2-b]pyridine). Reaction SMILES: [NH2:1][C:2]1[N:7]=[C:6]2[C:8]([CH:11]3[CH2:16][CH2:15][N:14]([CH2:17][CH2:18][C:19]4[CH:24]=[CH:23][CH:22]=[CH:21][CH:20]=4)[CH2:13][CH2:12]3)=[CH:9][NH:10][C:5]2=[CH:4][CH:3]=1.[S:25]1[CH:29]=[CH:28][C:27]([C:30](Cl)=[O:31])=[CH:26]1>>[S:25]1[CH:29]=[CH:28][C:27]([C:30]([NH:1][C:2]2[N:7]=[C:6]3[C:8]([CH:11]4[CH2:16][CH2:15][N:14]([CH2:17][CH2:18][C:19]5[CH:24]=[CH:23][CH:22]=[CH:21][CH:20]=5)[CH2:13][CH2:12]4)=[CH:9][NH:10][C:5]3=[CH:4][CH:3]=2)=[O:31])=[CH:26]1. Procedure details: Beginning with 0.015 gm (0.047 mMol) 5-amino-3-(1-(2-phenyleth-1-yl)piperidin-4-yl)pyrrolo[3,2-b]pyridine and 0.009 mL (0.061 mMol) 3-thiophenecarbonyl chloride, the title compound was prepared essentially by the procedure described in Example 7.